describe an organic reaction: reactants, conditions, products, and yield From a dataset of the Open Reaction Database (ORD), a public repository of structured organic reaction records. The reactants are CC(C)(C)OC(=O)NC1CN(C(C(=O)O)c2ccc(OC(=O)OC(C)(C)C)cc2)C1=O, O=C([O-])[O-], [Na+], [Na+], O. The product is CC(C)(C)OC(=O)NC1CN(C(C(=O)O)c2ccc(O)cc2)C1=O. RXN SMILES: [C:1]([CH3:2])([CH3:3])([CH3:4])[O:5][C:6](=[O:7])[NH:8][CH:9]1[C:10](=[O:31])[N:11]([CH:13]([C:14](=[O:15])[OH:16])[c:17]2[cH:18][cH:19][c:20]([O:23][C:24]([O:25][C:26]([CH3:27])([CH3:28])[CH3:29])=[O:30])[cH:21][cH:22]2)[CH2:12]1.[C:32](=[O:33])([O-:34])[O-:35].[Na+:36].[Na+:37].[OH2:38]>>[C:1]([CH3:2])([CH3:3])([CH3:4])[O:5][C:6](=[O:7])[NH:8][CH:9]1[C:10](=[O:31])[N:11]([CH:13]([C:14](=[O:15])[OH:16])[c:17]2[cH:18][cH:19][c:20]([OH:23])[cH:21][cH:22]2)[CH2:12]1. Run at time 14 hour. Reaction SMILES: CON(C)[C:4](=[O:11])[C@@H:5]([NH:7][C:8](=[O:10])[O-:9])[CH3:6].[F:13][C:14]([F:24])([F:23])[C:15]1[CH:20]=[CH:19][C:18]([Mg]Br)=[CH:17][CH:16]=1.S([O-])(O)(=O)=O.[Na+]>O1CCCC1>[F:13][C:14]([F:24])([F:23])[C:15]1[CH:20]=[CH:19][C:18]([C:4](=[O:11])[C@@H:5]([NH:7][C:8](=[O:10])[O:9][C:15]([CH3:20])([CH3:16])[CH3:14])[CH3:6])=[CH:17][CH:16]=1 |f:2.3|. The reactants are S(=O)(=O)(O)[O-].[Na+] (sodium hydrogen sulfate), CON(C([C@H](C)NC([O-])=O)=O)C (N-{(1S)-2-[methoxy(methyl)amino]-1-methyl-2-oxoethyl}carbamate), FC(C1=CC=C(C=C1)[Mg]Br)(F)F (4-trifluoromethylphenylmagnesium bromide). The solvent is O1CCCC1 (tetrahydrofuran), O1CCCC1 (tetrahydrofuran). Product: FC(C1=CC=C(C=C1)C([C@H](C)NC(OC(C)(C)C)=O)=O)(F)F (t-butyl N-[(1S)-2-(4-trifluoromethylphenyl)-1-methyl-2-oxoethyl]carbamate). Reported procedure: A solution of N-{(1S)-2-[methoxy(methyl)amino]-1-methyl-2-oxoethyl}carbamate (9.6 g) in tetrahydrofuran (180 mL) was dropwise added at 0° C. to a solution of 1.48M 4-trifluoromethylphenylmagnesium bromide in tetrahydrofuran (70 mL) which had been prepared in another batch. The mixture was stirred at room temperature for 14 hours, and cooled down to 0° C. After addition of aqueous sodium hydrogen sulfate, the reaction mixture was extracted with ethyl acetate. The organic layer was washed successi... The reactants are Tin—(IV)—Carboxylates, C(C)(=O)OC(C)=O (acetic anhydride), [Sn] (tin), C(C)(=O)[O-].[Sn+2].C(C)(=O)[O-] (tin (II) acetate). Product: C(C)(=O)[O-].[Sn+4].C(C)(=O)[O-].C(C)(=O)[O-].C(C)(=O)[O-] (tin (IV) acetate). As a reaction SMILES: [Sn].[C:2]([O-:5])(=[O:4])[CH3:3].[Sn+2:6].[C:7]([O-:10])(=[O:9])[CH3:8].[C:11]([O:14]C(=O)C)(=[O:13])[CH3:12]>>[C:2]([O-:5])(=[O:4])[CH3:3].[Sn+4:6].[C:7]([O-:10])(=[O:9])[CH3:8].[C:11]([O-:14])(=[O:13])[CH3:12].[C:2]([O-:5])(=[O:4])[CH3:3] |f:1.2.3,5.6.7.8.9,^3:0|. Procedure details: Ruf, U.S. Pat. No. 5,068,373, Entitled Method for the Preparation of Anhydrous Tin—(IV)—Carboxylates, issued Nov. 26, 1991, relates to a method of reacting metallic tin or tin (II) acetate with an excess of acetic anhydride to produce tin (IV) acetate. The tin (IV) acetate is separated from the reaction mixture and used as separated or, if desired, is subsequently converted to tin (IV) carboxylate having four or more carbon atoms by reaction with the appropriate carboxylic acid. Starting materials: CCOC(=O)c1sc(-c2ccc(C(F)(F)F)cc2)nc1C(C)C, C1CCOC1, Cl, [Na+], [OH-]. Yields the product CC(C)c1nc(-c2ccc(C(F)(F)F)cc2)sc1C(=O)O. As a reaction SMILES: [CH2:1]([CH3:2])[O:3][C:4](=[O:5])[c:6]1[c:7]([CH:21]([CH3:22])[CH3:23])[n:8][c:9](-[c:11]2[cH:12][cH:13][c:14]([C:17]([F:18])([F:19])[F:20])[cH:15][cH:16]2)[s:10]1.[CH2:27]1[O:28][CH2:29][CH2:30][CH2:31]1.[ClH:26].[Na+:25].[OH-:24]>>[O:3]=[C:4]([OH:5])[c:6]1[c:7]([CH:21]([CH3:22])[CH3:23])[n:8][c:9](-[c:11]2[cH:12][cH:13][c:14]([C:17]([F:18])([F:19])[F:20])[cH:15][cH:16]2)[s:10]1. Starting materials: CCOC(=O)C(CCCCCCl)=NO, O, O=S(=O)(O)O. The product is CCOC(=O)C(=O)CCCCCCl. As a reaction SMILES: [Cl:7][CH2:8][CH2:9][CH2:10][CH2:11][CH2:12][C:13]([C:14](=[O:15])[O:16][CH2:17][CH3:18])=[N:19][OH:20].[OH2:6].[S:1](=[O:2])(=[O:3])([OH:4])[OH:5]>>[O:6]=[C:13]([CH2:12][CH2:11][CH2:10][CH2:9][CH2:8][Cl:7])[C:14](=[O:15])[O:16][CH2:17][CH3:18]. The reactants are C(C1=CC=CC=C1)OC(=O)N1CCC(CC1)CNC(=O)OC(C)(C)C (4-(tert-butoxycarbonylamino-methyl)-piperidine-1-carboxylic acid benzyl ester), C1CCOC1 (THF). The reagents and catalysts are [Pd] (palladium on carbon). Solvent: CO (methanol). Conditions: time 2 day. Product: C(C)(C)(C)OC(NCC1CCNCC1)=O (Piperidin-4-ylmethyl-carbamic acid tert-butyl ester). As a reaction SMILES: C(OC([N:11]1[CH2:16][CH2:15][CH:14]([CH2:17][NH:18][C:19]([O:21][C:22]([CH3:25])([CH3:24])[CH3:23])=[O:20])[CH2:13][CH2:12]1)=O)C1C=CC=CC=1.C1COCC1>[Pd].CO>[C:22]([O:21][C:19](=[O:20])[NH:18][CH2:17][CH:14]1[CH2:13][CH2:12][NH:11][CH2:16][CH2:15]1)([CH3:25])([CH3:23])[CH3:24]. Reported procedure: A mixture of 28 g of 4-(tert-butoxycarbonylamino-methyl)-piperidine-1-carboxylic acid benzyl ester, 1 g of 10% palladium on carbon, 100 mL of THF and 200 mL of methanol was stirred under an atmosphere of hydrogen for 2 days. The mixture was filtered concentrated under reduced pressure. Drying under reduced pressure gave a white solid: Starting materials: CCN(C(C)C)C(C)C, Fc1ccc(C(c2ccc(F)cc2)N2CCNCC2)cc1, CCCc1cc(CCC=O)n(-c2ccccc2)n1. Product: CCCc1cc(CCCN2CCN(C(c3ccc(F)cc3)c3ccc(F)cc3)CC2)n(-c2ccccc2)n1. RXN SMILES: [CH:40]([N:41]([CH2:42][CH3:43])[CH:44]([CH3:45])[CH3:46])([CH3:47])[CH3:48].[F:19][c:20]1[cH:21][cH:22][c:23]([CH:26]([N:27]2[CH2:28][CH2:29][NH:30][CH2:31][CH2:32]2)[c:33]2[cH:34][cH:35][c:36]([F:39])[cH:37][cH:38]2)[cH:24][cH:25]1.[c:1]1(-[n:7]2[n:8][c:9]([CH2:16][CH2:17][CH3:18])[cH:10][c:11]2[CH2:12][CH2:13][CH:14]=[O:15])[cH:2][cH:3][cH:4][cH:5][cH:6]1>>[c:1]1(-[n:7]2[n:8][c:9]([CH2:16][CH2:17][CH3:18])[cH:10][c:11]2[CH2:12][CH2:13][CH2:14][N:30]2[CH2:29][CH2:28][N:27]([CH:26]([c:23]3[cH:22][cH:21][c:20]([F:19])[cH:25][cH:24]3)[c:33]3[cH:34][cH:35][c:36]([F:39])[cH:37][cH:38]3)[CH2:32][CH2:31]2)[cH:2][cH:3][cH:4][cH:5][cH:6]1. The reactants are CC(C)(CCSC1=CC=CC=C1)O (2-methyl-4-(phenylthio)-2-butanol), OP(=O)(O)O (H3PO4), O=P12OP3(=O)OP(=O)(O1)OP(=O)(O2)O3 (P2O5). The solvent is [Na] (sodium). Run at time 24 hour. The product is CC1(CCSC2=CC=CC=C12)C (4,4-dimethylthiochroman). Isolated yield 86.2%. As a reaction SMILES: [CH3:1][C:2](O)([CH2:4][CH2:5][S:6][C:7]1[CH:12]=[CH:11][CH:10]=[CH:9][CH:8]=1)[CH3:3].OP(O)(O)=O.O=P12OP3(OP(OP(O3)(O1)=O)(=O)O2)=O>[Na]>[CH3:1][C:2]1([CH3:3])[C:12]2[C:7](=[CH:8][CH:9]=[CH:10][CH:11]=2)[S:6][CH2:5][CH2:4]1 |^1:32|. Procedure: A mixture of 15.00 grams (0.076 mol) of 2-methyl-4-(phenylthio)-2-butanol, 12.75 grams of H3PO4, 27.0 grams (0.190 mol) of P2O5 [this is added in three equal portions every 8 h] and 60 mL of sodium-dried benzene was boiled under N2 for 24 hours in a 250-mL, round-bottom flask equipped with a condenser and nitrogen inlet. The resulting, cooled heterogeneous mixture was separated and the P2O5 layer was extracted with ether. The combined organic layers were washed with H2O, brine, dried with Na2SO4... Reactants: COCCN (2-methoxyethylamine), C1C(C2=CC=CC=C2)O1 (styrene oxide), amine. The product is OC(CNCCOC)C1=CC=CC=C1 (N-(2-Hydroxy-2-phenylethyl)-2-methoxyethylamine). As a reaction SMILES: [CH3:1][O:2][CH2:3][CH2:4][NH2:5].[CH2:6]1[O:14][CH:7]1[C:8]1[CH:13]=[CH:12][CH:11]=[CH:10][CH:9]=1>>[OH:14][CH:7]([C:8]1[CH:13]=[CH:12][CH:11]=[CH:10][CH:9]=1)[CH2:6][NH:5][CH2:4][CH2:3][O:2][CH3:1]. Procedure: To 157 g of refluxing 2-methoxyethylamine is added dropwise 25 g styrene oxide during a period of 15 minutes. After addition of the amine, the mixture is allowed to reflux for another two hours. The reactants are ClC1=CC(=NC(=C1)C#N)C(=O)O (4-chloro-6-cyano-2-pyridine carboxylic acid), C(C)(C)(C)OC(=O)N1C[C@@H](OCC1)C1=CC(=C(C=C1)N)F ((−)-(S)-2-(4-Amino-3-fluoro-phenyl)-morpholine-4-carboxylic acid tert-butyl ester). Product: Cl.ClC1=CC(=NC(=C1)C#N)C(=O)NC1=C(C=C(C=C1)[C@H]1CNCCO1)F ((S)-4-Chloro-6-cyano-N-(2-fluoro-4-(morpholin-2-yl)phenyl)picolinamide hydrochloride). RXN SMILES: [Cl:1][C:2]1[CH:7]=[C:6]([C:8]#[N:9])[N:5]=[C:4]([C:10]([OH:12])=O)[CH:3]=1.C(OC([N:20]1[CH2:25][CH2:24][O:23][C@@H:22]([C:26]2[CH:31]=[CH:30][C:29]([NH2:32])=[C:28]([F:33])[CH:27]=2)[CH2:21]1)=O)(C)(C)C>>[ClH:1].[Cl:1][C:2]1[CH:7]=[C:6]([C:8]#[N:9])[N:5]=[C:4]([C:10]([NH:32][C:29]2[CH:30]=[CH:31][C:26]([C@@H:22]3[O:23][CH2:24][CH2:25][NH:20][CH2:21]3)=[CH:27][C:28]=2[F:33])=[O:12])[CH:3]=1 |f:2.3|. Procedure: In analogy to Example 83, step a) using 4-chloro-6-cyano-2-pyridine carboxylic acid (CAS 1060812-13-6) instead of 2-(trifluoromethyl)-4-pyridinecarboxylic acid (CAS 131747-41-6) and (−)-(S)-2-(4-Amino-3-fluoro-phenyl)-morpholine-4-carboxylic acid tert-butyl ester (example 1 step h) instead of (+)-(R)-2-(4-Amino-2-fluoro-phenyl)-morpholine-4-carboxylic acid tert-butyl ester. White solid. MS (ISP): 359.1 ([M+H]+)